Task: describe an organic reaction: reactants, conditions, products, and yield. Dataset: the Open Reaction Database (ORD), a public repository of structured organic reaction records Reactants: FC1=C(C=CC=C1)[C@]1([C@@H]2CNC[C@@H]2C[C@H](C1)C)O ((3aS,4S,6R,7aR)-4-(2-fluorophenyl)-6-methyl-4-perhydroisoindolol), COC1=C(C=CC=C1)[C@@H](C(=O)O)C (2-(S)-(2-methoxyphenyl)propionic acid). The product is FC1=C(C=CC=C1)[C@]1([C@@H]2CN(C[C@@H]2C[C@H](C1)C)C([C@@H](C)C1=C(C=CC=C1)OC)=O)O ((3aS,4S,6R,7aR)-4-(2-fluorophenyl)-2-[2-(S)-(2-methoxyphenyl) propionyl]-6- methyl-4-perhydroisoindolol). Yield: 48.5%. RXN SMILES: [F:1][C:2]1[CH:7]=[CH:6][CH:5]=[CH:4][C:3]=1[C@:8]1([OH:18])[CH2:16][C@H:15]([CH3:17])[CH2:14][C@@H:13]2[C@H:9]1[CH2:10][NH:11][CH2:12]2.[CH3:19][O:20][C:21]1[CH:26]=[CH:25][CH:24]=[CH:23][C:22]=1[C@H:27]([CH3:31])[C:28](O)=[O:29]>>[F:1][C:2]1[CH:7]=[CH:6][CH:5]=[CH:4][C:3]=1[C@:8]1([OH:18])[CH2:16][C@H:15]([CH3:17])[CH2:14][C@@H:13]2[C@H:9]1[CH2:10][N:11]([C:28](=[O:29])[C@H:27]([C:22]1[CH:23]=[CH:24][CH:25]=[CH:26][C:21]=1[O:20][CH3:19])[CH3:31])[CH2:12]2. Procedure details: By working as in Example 33, but starting with 2.5 g of (3aS,4S,6R,7aR)-4-(2-fluorophenyl)-6-methyl-4-perhydroisoindolol and 2.17 g of 2-(S)-(2-methoxyphenyl)propionic acid, and after purification on a column of silica gel (particle size 0.04-0.06 mm, diameter 4 cm, height 25 cm), eluting under a pressure of 0.5 bar of nitrogen with a mixture of cyclohexane and ethyl acetate (90/10 by volume), 3.87 g of a solid are obtained, which solid is recrystallized in acetonitrile to give 2 g of (3aS,4S,6R... Reactants: BrC1=CC(=C(C=C1)C(=O)N1CCN(CC1)C1=NC=C(C=C1C)C)OC ((4-bromo-2-methoxyphenyl)[4-(3,5-dimethylpyridin-2-yl)piperazin-1-yl]methanone), CN1C(NCC1)=O (1-methylimidazolidin-2-one). Product: CC=1C(=NC=C(C1)C)N1CCN(CC1)C(=O)C1=C(C=C(C=C1)N1C(N(CC1)C)=O)OC (1-{4-[4-(3,5-dimethylpyridin-2-yl)piperazine-1-carbonyl]-3-methoxyphenyl}-3-methylimidazolidin-2-one). Yield: 82.0%. Reaction SMILES: Br[C:2]1[CH:7]=[CH:6][C:5]([C:8]([N:10]2[CH2:15][CH2:14][N:13]([C:16]3[C:21]([CH3:22])=[CH:20][C:19]([CH3:23])=[CH:18][N:17]=3)[CH2:12][CH2:11]2)=[O:9])=[C:4]([O:24][CH3:25])[CH:3]=1.[CH3:26][N:27]1[CH2:31][CH2:30][NH:29][C:28]1=[O:32]>>[CH3:22][C:21]1[C:16]([N:13]2[CH2:14][CH2:15][N:10]([C:8]([C:5]3[CH:6]=[CH:7][C:2]([N:29]4[CH2:30][CH2:31][N:27]([CH3:26])[C:28]4=[O:32])=[CH:3][C:4]=3[O:24][CH3:25])=[O:9])[CH2:11][CH2:12]2)=[N:17][CH:18]=[C:19]([CH3:23])[CH:20]=1. Procedure details: Using (4-bromo-2-methoxyphenyl)[4-(3,5-dimethylpyridin-2-yl)piperazin-1-yl]methanone (404 mg) described in Preparation Example 252 and 1-methylimidazolidin-2-one (120 mg) and by the reaction and treatment in the same manner as in Example 1, the title compound (347 mg) was obtained. Reactants: S(=O)(=O)([O-])[O-].[Cu+2] (copper sulfate), [Cu] (copper). Yields the product S(O)(O)(=O)=O (sulfuric acid), S(=O)(=O)([O-])[O-].[Cu+2] (copper sulfate). As a reaction SMILES: [S:1]([O-:5])([O-:4])(=[O:3])=[O:2].[Cu+2:6].[Cu]>>[S:1](=[O:3])(=[O:2])([OH:5])[OH:4].[S:1]([O-:5])([O-:4])(=[O:3])=[O:2].[Cu+2:6] |f:0.1,4.5|. Reported procedure: Optionally, the copper sulfate solution used in addition 13 is obtained by subjecting a copper-containing material, such as an ore, concentrate, speiss, matte, slag or the like that contains copper, to an aqueous oxidative acid pressure leach 18 with sulfuric acid to produce a copper sulfate-containing leach solution, as indicated with broken lines. In acid leach 18, copper-containing material is slurried with sulfuric acid and the slurry is subjected to acid leach 18 in an autoclave and in the ... Reported procedure: A solution of 2.8 grams (0.015 mole) of 4-amino-2-(1-methylethyl)isoindolin-1-one and 2.0 grams (0.015 mole) of NCS in 80 mL of DMF was stirred at 25° C. for about 18 hours. The reaction mixture was then poured into water, and the mixture was extracted repeatedly with diethyl ether. The combined extracts were dried with magnesium sulfate and filtered. The filtrate was concentrated under reduced pressure to a residue. The residue was purified by column chromatography on silica gel using mixtures ... Yields the product NC1=C2CN(C(C2=C(C=C1)Cl)=O)C(C)C (4-amino-7-chloro-2-(1-methylethyl)isoindolin-1-one). Solvent: CN(C)C=O (DMF). RXN SMILES: [NH2:1][C:2]1[CH:10]=[CH:9][CH:8]=[C:7]2[C:3]=1[CH2:4][N:5]([CH:12]([CH3:14])[CH3:13])[C:6]2=[O:11].C1C(=O)N([Cl:22])C(=O)C1.O>CN(C=O)C>[NH2:1][C:2]1[CH:10]=[CH:9][C:8]([Cl:22])=[C:7]2[C:3]=1[CH2:4][N:5]([CH:12]([CH3:14])[CH3:13])[C:6]2=[O:11]. Yield: 29.7%. The reactants are NC1=C2CN(C(C2=CC=C1)=O)C(C)C (4-amino-2-(1-methylethyl)isoindolin-1-one), C1CC(=O)N(C1=O)Cl (NCS), O (water).